From a dataset of the Open Reaction Database (ORD), a public repository of structured organic reaction records. describe an organic reaction: reactants, conditions, products, and yield Reactants: COC(C(C#CCC)=O)OC (1,1-dimethoxy-3-hexyne-2-one). The solvent is CCCCCC (hexane), N1=CC=CC2=CC=CC=C12 (quinoline). Yields the product COC(C(\C=C/CC)=O)OC (1,1-Dimethoxy-cis-3-hexene-2-one). As a reaction SMILES: [CH3:1][O:2][CH:3]([O:10][CH3:11])[C:4](=[O:9])[C:5]#[C:6][CH2:7][CH3:8]>CCCCCC.N1C2C(=CC=CC=2)C=CC=1>[CH3:11][O:10][CH:3]([O:2][CH3:1])[C:4](=[O:9])/[CH:5]=[CH:6]\[CH2:7][CH3:8]. Reported procedure: Six grams of the 1,1-dimethoxy-3-hexyne-2-one (of Example I) is stirred under hydrogen gas at one atmosphere in 40 ml hexane containing 0.6 g Lindlar catalyst (palladium on calcium carbonate poisoned with lead acetate) and 4.0 g quinoline. The reaction is terminated when one percent of the starting material (1,1-dimethoxy-3-hexyne-2-one) remains after about 11/2 hours. Reactants: N1(C=NC=C1)C(=O)NC=1NC(=CC(N1)=O)C (2-(1-imidazolylcarbonylamino)-6-methyl-4[1H]-pyrimidinone), Cl.Cl.[Cl-].NCCC[N+](C)(C)CCCN (bis(3-aminopropyl)dimethylammonium chloride dihydro-chloride), C(C)(C)N(CC)C(C)C (diisopropylethylamine). Solvent: C(C)O (ethanol). Yields the product [Cl-].C[N+](CCCNC(=O)NC=1NC(=CC(N1)=O)C)(CCCNC(=O)NC=1NC(=CC(N1)=O)C)C (dimethylbis{3-[3-(6-methyl-4-oxo-1,4-dihydropyrimidin-2-yl)ureido]propyl}ammonium chloride). Yield: 88.6%. As a reaction SMILES: [N:1]1([C:6]([NH:8][C:9]2[NH:10][C:11]([CH3:16])=[CH:12][C:13](=[O:15])[N:14]=2)=[O:7])[CH:5]=[CH:4]N=C1.[ClH:17].Cl.[Cl-].NCC[CH2:23][N+:24]([CH2:27][CH2:28][CH2:29][NH2:30])([CH3:26])[CH3:25].C([N:34]([CH:37]([CH3:39])[CH3:38])[CH2:35]C)(C)C>C(O)C>[Cl-:17].[CH3:26][N+:24]([CH3:23])([CH2:25][CH2:4][CH2:5][NH:1][C:6]([NH:8][C:9]1[NH:10][C:11]([CH3:16])=[CH:12][C:13](=[O:15])[N:14]=1)=[O:7])[CH2:27][CH2:28][CH2:29][NH:30][C:6]([NH:1][C:35]1[NH:34][C:37]([CH3:38])=[CH:39][C:13](=[O:15])[N:14]=1)=[O:7] |f:1.2.3.4,7.8|. Procedure: 10 g of 2-(1-imidazolylcarbonylamino)-6-methyl-4[1H]-pyrimidinone are added to a solution of 6.12 g of bis(3-aminopropyl)dimethylammonium chloride dihydro-chloride (22.8 mmol) and 5.9 g of diisopropylethylamine (45.6 mmol) in 500 ml of ethanol. The solution is stirred at reflux for 24 hours. The product is precipitated from ethanol, filtered under hot conditions, and then dried under reduced pressure. 6 g (20.2 mmol) of compound are obtained in the form of a white powder, with a yield of 53%. Starting materials: C1CCOC1, CO, O=C1Nc2ccc(Cl)cc2N2CCN(C(=O)OCc3ccccc3)CC12. The product is O=C(OCc1ccccc1)N1CCN2c3cc(Cl)ccc3NCC2C1. RXN SMILES: [CH2:29]1[O:30][CH2:31][CH2:32][CH2:33]1.[CH3:27][OH:28].[Cl:1][c:2]1[cH:3][cH:4][c:5]2[c:10]([cH:11]1)[N:9]1[CH:8]([C:7](=[O:26])[NH:6]2)[CH2:15][N:14]([C:16](=[O:17])[O:18][CH2:19][c:20]2[cH:21][cH:22][cH:23][cH:24][cH:25]2)[CH2:13][CH2:12]1>>[Cl:1][c:2]1[cH:3][cH:4][c:5]2[c:10]([cH:11]1)[N:9]1[CH:8]([CH2:7][NH:6]2)[CH2:15][N:14]([C:16](=[O:17])[O:18][CH2:19][c:20]2[cH:21][cH:22][cH:23][cH:24][cH:25]2)[CH2:13][CH2:12]1. Starting materials: CC(C)(C)OC(=O)NC(Cc1ccccc1)CC1OC(C)(C)N(C(=O)OCc2ccccc2)C1Cc1ccc(OC(=O)C(F)(F)F)cc1, CCCC[Sn](CCCC)(CCCC)c1cccc(OC)n1, [Cl-], [Li+], CN(C)C=O, Cl[Pd]Cl, c1ccc(P(c2ccccc2)c2ccccc2)cc1, c1ccc(P(c2ccccc2)c2ccccc2)cc1. Product: COc1cccc(-c2ccc(CC3C(CC(Cc4ccccc4)NC(=O)OC(C)(C)C)OC(C)(C)N3C(=O)OCc3ccccc3)cc2)n1. Reaction SMILES: [CH2:1]([c:2]1[cH:3][cH:4][cH:5][cH:6][cH:7]1)[O:8][C:9](=[O:10])[N:11]1[C:12]([CH3:47])([CH3:48])[O:13][CH:14]([CH2:30][CH:31]([CH2:32][c:33]2[cH:34][cH:35][cH:36][cH:37][cH:38]2)[NH:39][C:40](=[O:41])[O:42][C:43]([CH3:44])([CH3:45])[CH3:46])[CH:15]1[CH2:16][c:17]1[cH:18][cH:19][c:20]([O:23][C:24](=[O:25])[C:26]([F:27])([F:28])[F:29])[cH:21][cH:22]1.[CH2:51]([Sn:52]([CH2:53][CH2:54][CH2:55][CH3:64])([c:56]1[cH:57][cH:58][cH:59][c:60]([O:62][CH3:63])[n:61]1)[CH2:65][CH2:66][CH2:67][CH3:68])[CH2:69][CH2:70][CH3:71].[Cl-:49].[Li+:50].[O:72]=[CH:73][N:74]([CH3:75])[CH3:76].[Pd:77]([Cl:78])[Cl:79].[c:80]1([P:81]([c:82]2[cH:83][cH:84][cH:85][cH:86][cH:87]2)[c:88]2[cH:89][cH:90][cH:91][cH:92][cH:93]2)[cH:94][cH:95][cH:96][cH:97][cH:98]1.[c:99]1([P:100]([c:101]2[cH:102][cH:103][cH:104][cH:105][cH:106]2)[c:107]2[cH:108][cH:109][cH:110][cH:111][cH:112]2)[cH:113][cH:114][cH:115][cH:116][cH:117]1>>[CH2:1]([c:2]1[cH:3][cH:4][cH:5][cH:6][cH:7]1)[O:8][C:9](=[O:10])[N:11]1[C:12]([CH3:47])([CH3:48])[O:13][CH:14]([CH2:30][CH:31]([CH2:32][c:33]2[cH:34][cH:35][cH:36][cH:37][cH:38]2)[NH:39][C:40](=[O:41])[O:42][C:43]([CH3:44])([CH3:45])[CH3:46])[CH:15]1[CH2:16][c:17]1[cH:18][cH:19][c:20](-[c:56]2[cH:57][cH:58][cH:59][c:60]([O:62][CH3:63])[n:61]2)[cH:21][cH:22]1. Product: CNC(=O)[C@H]1N(C[C@@H](C1)NC(=O)C=1SC(=CC1)Cl)CC(NC1=C(C=C(C=C1)N1C(C=CC=C1)=O)F)=O ((2S,4R)-4-[(5-chloro-thiophene-2-carbonyl)-amino]-1-{[2-fluoro-4-(2-oxo-pyridin-1-yl)-phenylcarbamoyl]-methyl}-pyrrolidine-2-carboxylic acid methylamide). Reactants: ClC1=CC=C(S1)C(=O)N[C@@H]1C[C@H](N(C1)CC(NC1=C(C=C(C=C1)N1C(C=CC=C1)=O)F)=O)C(=O)O ((2S,4R)-4-[(5-chloro-thiophene-2-carbonyl)-amino]-1-{[2-fluoro-4-(2-oxo-pyridin-1-yl)-phenylcarbamoyl]-methyl}-pyrrolidine-2-carboxylic acid), Cl.CN (methylamine hydrochloride). As a reaction SMILES: [Cl:1][C:2]1[S:6][C:5]([C:7]([NH:9][C@H:10]2[CH2:14][N:13]([CH2:15][C:16](=[O:32])[NH:17][C:18]3[CH:23]=[CH:22][C:21]([N:24]4[CH:29]=[CH:28][CH:27]=[CH:26][C:25]4=[O:30])=[CH:20][C:19]=3[F:31])[C@H:12]([C:33](O)=[O:34])[CH2:11]2)=[O:8])=[CH:4][CH:3]=1.Cl.[CH3:37][NH2:38]>>[CH3:37][NH:38][C:33]([C@@H:12]1[CH2:11][C@@H:10]([NH:9][C:7]([C:5]2[S:6][C:2]([Cl:1])=[CH:3][CH:4]=2)=[O:8])[CH2:14][N:13]1[CH2:15][C:16](=[O:32])[NH:17][C:18]1[CH:23]=[CH:22][C:21]([N:24]2[CH:29]=[CH:28][CH:27]=[CH:26][C:25]2=[O:30])=[CH:20][C:19]=1[F:31])=[O:34] |f:1.2|. Reported procedure: Using general procedure D (2S,4R)-4-[(5-chloro-thiophene-2-carbonyl)-amino]-1-{[2-fluoro-4-(2-oxo-pyridin-1-yl)-phenylcarbamoyl]-methyl}-pyrrolidine-2-carboxylic acid (example 12) was coupled with methylamine hydrochloride to give (2S,4R)-4-[(5-chloro-thiophene-2-carbonyl)-amino]-1-{[2-fluoro-4-(2-oxo-pyridin-1-yl)-phenylcarbamoyl]-methyl}-pyrrolidine-2-carboxylic acid methylamide. White solid. MS 532.3 ([M+H]+) Reactants: N(=[N+]=[N-])CC=1C=NC=C(C1)C#CC1=CC=CC=C1 (3-(azidomethyl)-5-(phenylethynyl)pyridine), CP(C)C (trimethylphosphine), O (water). The solvent is O1CCCC1 (tetrahydrofuran). Conditions: time 1 hour. Product: C1(=CC=CC=C1)C#CC=1C=C(C=NC1)CN ((5-(Phenylethynyl)pyridin-3-yl)methanamine). RXN SMILES: [N:1]([CH2:4][C:5]1[CH:6]=[N:7][CH:8]=[C:9]([C:11]#[C:12][C:13]2[CH:18]=[CH:17][CH:16]=[CH:15][CH:14]=2)[CH:10]=1)=[N+]=[N-].CP(C)C.O>O1CCCC1>[C:13]1([C:12]#[C:11][C:9]2[CH:10]=[C:5]([CH2:4][NH2:1])[CH:6]=[N:7][CH:8]=2)[CH:18]=[CH:17][CH:16]=[CH:15][CH:14]=1. Procedure: To a solution of 3-(azidomethyl)-5-(phenylethynyl)pyridine (7.8 g, 33.3 mmol) in tetrahydrofuran (101 mL) at 0° C. was added trimethylphosphine (1M in tetrahydrofuran, 49.9 mL, 49.9 mmol). After evolution of nitrogen had slowed, the ice bath was removed and stirring continued for 1 h. To this was added water (6.0 mL, 333 mmol) and the mixture stirred at room temperature for 2 h. The reaction was concentrated, dissolved in ether, washed with water (5×), then brine, dried over potassium carbonate,... Reactants: BrCCCCCC(C#N)(C1=CC(=C(C=C1)OC)OC)SC1CCCCC1 (α-(5-Bromopentyl)-α-(cyclohexylthio)-3,4-dimethoxybenzeneacetonitrile), CC(C)(C)[Si](OC1=C(C=C2CCNCC2=C1)OC)(C)C (7-[[(1,1-Dimethylethyl)dimethylsilyl]oxy]-1,2,3,4-tetrahydro-6-methoxyisoquinoline), C(C)N (ethylamine). The solvent is C(C)#N (acetonitrile). Reaction conditions: time 2.5 hour. Product: C1(CCCCC1)SC(C#N)(CCCCCN1CC2=CC(=C(C=C2CC1)OC)O)C1=CC(=C(C=C1)OC)OC (α-(Cyclohexylthio)-α-(3,4-dimethoxyphenyl)-3,4-dihydro-7-hydroxy-6-methoxy-2(1H)-isoquinolineheptanenitrile). Yield: 150.7%. Reaction SMILES: Br[CH2:2][CH2:3][CH2:4][CH2:5][CH2:6][C:7]([S:20][CH:21]1[CH2:26][CH2:25][CH2:24][CH2:23][CH2:22]1)([C:10]1[CH:15]=[CH:14][C:13]([O:16][CH3:17])=[C:12]([O:18][CH3:19])[CH:11]=1)[C:8]#[N:9].CC([Si](C)(C)[O:32][C:33]1[CH:42]=[C:41]2[C:36]([CH2:37][CH2:38][NH:39][CH2:40]2)=[CH:35][C:34]=1[O:43][CH3:44])(C)C.C(N)C>C(#N)C>[CH:21]1([S:20][C:7]([C:10]2[CH:15]=[CH:14][C:13]([O:16][CH3:17])=[C:12]([O:18][CH3:19])[CH:11]=2)([CH2:6][CH2:5][CH2:4][CH2:3][CH2:2][N:39]2[CH2:38][CH2:37][C:36]3[C:41](=[CH:42][C:33]([OH:32])=[C:34]([O:43][CH3:44])[CH:35]=3)[CH2:40]2)[C:8]#[N:9])[CH2:26][CH2:25][CH2:24][CH2:23][CH2:22]1. Procedure details: A mixture, under argon, of 2.17 g of product from Example 113, 1.8 g of product from Example 28, 13.0 ml of N,N-diidopropyl ethylamine and 80 ml of acetonitrile is heated under reflux temperature for 8 hours. The reaction is cooled and concentrated in vacuo and dried under high vacuum for 1 hour. The crude residue is dissolved in 70 ml of tetrahydrofuran and 10.0 ml of 1M tetrabutyl ammonium fluoride in tetrahydrofuran is added and the mixture is stirred at room temperature, under argon, for 2.5...